Task: describe an organic reaction: reactants, conditions, products, and yield. Dataset: the Open Reaction Database (ORD), a public repository of structured organic reaction records Reactants: resultant mixture, CC(C)C(=O)C1=C(C=C(C=C1O)O)O ((2-propyl)(2,4,6-trihydroxyphenyl) ketone), resultant mixture, Cl (hydrochloric acid), BrCC=C(C)C (1-bromo-3-methyl-2-butene). Solvent: CS(=O)C (dimethyl sulfoxide), CS(=O)C (dimethyl sulfoxide). The product is CC(C)C(=O)C1=C(C(=C(C(=C1O)CC=C(C)C)O)CC=C(C)C)O ({3,5-bis(3-methyl-2-butenyl)-2,4,6-trihydroxyphenyl} (2-propyl) ketone). The yield is 7.0%. As a reaction SMILES: [CH3:1][CH:2]([C:4]([C:6]1[C:11]([OH:12])=[CH:10][C:9]([OH:13])=[CH:8][C:7]=1[OH:14])=[O:5])[CH3:3].Br[CH2:16][CH:17]=[C:18]([CH3:20])[CH3:19].Cl>CS(C)=O>[CH3:3][CH:2]([C:4]([C:6]1[C:7]([OH:14])=[C:8]([CH2:16][CH:17]=[C:18]([CH3:20])[CH3:19])[C:9]([OH:13])=[C:10]([CH2:6][CH:4]=[C:2]([CH3:3])[CH3:1])[C:11]=1[OH:12])=[O:5])[CH3:1]. Reported procedure: Under an atmosphere of nitrogen, 600 mg (15.0 mmol, 3.00 equivalents) of an oily 60% sodium hydride was washed with dry hexane to remove paraffin. In this solution, 20 ml of dimethyl sulfoxide was placed and stirred at room temperature. To the resultant mixture, a dimethyl sulfoxide (5.0 ml) solution of 981 mg (5.00 mmol) of (2-propyl) (2,4,6-trihydroxyphenyl) ketone (4) was added over a period of 15 minutes and stirred for 30 minutes. Then, a dimethyl sulfoxide (5.0 ml) solution of 1.43 g (10.0... Starting materials: C12(CC3CC(CC(C1)C3)C2)C2=CC=C(C=C2)O (4-(1-adamantyl)phenol), ClC=1C=CC(=C(C1)N(C(OC(C)(C)C)=O)C)[N+](=O)[O-] (t-butyl N-(5-chloro-2-nitrophenyl)-N-methylcarbamate), [H-].[Na+] (sodium hydride). Run in CN(C=O)C (N,N-dimethylformamide). Yields the product C12(CC3CC(CC(C1)C3)C2)C2=CC=C(OC=3C=CC(=C(C3)N(C(OC(C)(C)C)=O)C)[N+](=O)[O-])C=C2 (t-Butyl N-{5-[4-(1-adamantyl)phenoxy]-2-nitrophenyl}-N-methylcarbamate). Isolated yield 90.0%. As a reaction SMILES: [C:1]12([C:11]3[CH:16]=[CH:15][C:14]([OH:17])=[CH:13][CH:12]=3)[CH2:10][CH:5]3[CH2:6][CH:7]([CH2:9][CH:3]([CH2:4]3)[CH2:2]1)[CH2:8]2.Cl[C:19]1[CH:20]=[CH:21][C:22]([N+:34]([O-:36])=[O:35])=[C:23]([N:25]([CH3:33])[C:26](=[O:32])[O:27][C:28]([CH3:31])([CH3:30])[CH3:29])[CH:24]=1.[H-].[Na+]>CN(C)C=O>[C:1]12([C:11]3[CH:12]=[CH:13][C:14]([O:17][C:19]4[CH:20]=[CH:21][C:22]([N+:34]([O-:36])=[O:35])=[C:23]([N:25]([CH3:33])[C:26](=[O:32])[O:27][C:28]([CH3:29])([CH3:30])[CH3:31])[CH:24]=4)=[CH:15][CH:16]=3)[CH2:8][CH:7]3[CH2:9][CH:3]([CH2:4][CH:5]([CH2:6]3)[CH2:10]1)[CH2:2]2 |f:2.3|. Procedure: In a similar manner to that described in Reference Example 6, a reaction was carried out using 4-(1-adamantyl)phenol (2.28 g), t-butyl N-(5-chloro-2-nitrophenyl)-N-methylcarbamate (2.87 g), sodium hydride (55 wt. %, 0.44 g) and anhydrous N,N-dimethylformamide (40 ml) and the reaction mixture was purified to give the title compound (4.30 g). Reactants: stainless steel, N1(CCNCC1)C1=C(C(=C2C(C(=CN3C2=C1CC3C)C(=O)O)=O)N)F (9-(1-piperazinyl)-8-fluoro-7-amino-2-methyl-1,2-dihydro-6-oxo-pyrrolo[3,2,1-ij]quinoline-5-carboxylic acid), CI (methyl iodide), FC(F)(F)I (trifluoromethyl iodide). The solvent is CN(C=O)C (dimethylformamide), CN(C=O)C (dimethylformamide), CN(C=O)C (dimethylformamide). The product is CN1CCN(CC1)C1=C(C(=C2C(C(=CN3C2=C1CC3C)C(=O)O)=O)N)F (9-(4-methyl-1-piperazinyl)-8-fluoro-7-amino-2-methyl-1,2-dihydro-6-oxo-pyrrolo[3,2,1-ij]quinoline-5-carboxylic acid). As a reaction SMILES: [N:1]1([C:7]2[C:16]3[CH2:17][CH:18]([CH3:19])[N:14]4[C:15]=3[C:10]([C:11](=[O:23])[C:12]([C:20]([OH:22])=[O:21])=[CH:13]4)=[C:9]([NH2:24])[C:8]=2[F:25])[CH2:6][CH2:5][NH:4][CH2:3][CH2:2]1.F[C:27](I)(F)F.CI>CN(C)C=O>[CH3:27][N:4]1[CH2:5][CH2:6][N:1]([C:7]2[C:16]3[CH2:17][CH:18]([CH3:19])[N:14]4[C:15]=3[C:10]([C:11](=[O:23])[C:12]([C:20]([OH:22])=[O:21])=[CH:13]4)=[C:9]([NH2:24])[C:8]=2[F:25])[CH2:2][CH2:3]1. Procedure details: To a mixture of 9-(1-piperazinyl)-8-fluoro-7-amino-2-methyl-1,2-dihydro-6-oxo-pyrrolo[3,2,1-ij]quinoline-5-carboxylic acid (3.45 g) and dimethylformamide (20 ml) is added a dimethylformamide solution (20 ml) of trifluoromethyl iodide containing methyl iodide (7.7 g), and the mixture is reacted in a stainless steel autoclave on an oil bath at 110°-120° C. for 5 hours. After completion of reaction, dimethylformamide is distilled off under reduced pressure, and to the residue is added a 10% aqueous... Starting materials: CC1=CC=C(C(=N1)C(=O)O)N1N=CC=C1 (6-methyl-3-(1H-pyrazol-1-yl)picolinic acid), N=1NN=CC1 (2H-1,2,3-triazole). The product is CC1=CC=C(C(=N1)C(=O)O)N1N=CC=N1 (6-Methyl-3-(2H-1,2,3-triazol-2-yl)picolinic acid). Reaction SMILES: [CH3:1][C:2]1[N:7]=[C:6]([C:8]([OH:10])=[O:9])[C:5]([N:11]2C=[CH:14][CH:13]=[N:12]2)=[CH:4][CH:3]=1.[N:16]1NN=CC=1>>[CH3:1][C:2]1[N:7]=[C:6]([C:8]([OH:10])=[O:9])[C:5]([N:11]2[N:12]=[CH:13][CH:14]=[N:16]2)=[CH:4][CH:3]=1. Reported procedure: The title compound was prepared following the same general protocol as described for 6-methyl-3-(1H-pyrazol-1-yl)picolinic acid in Example A164, using 2H-1,2,3-triazole. ESI-MS (m/z): 205 [M+1]+. The reactants are O=C1CCC(N2Cc3c(OCc4ccc(CBr)cc4)cccc3C2=O)C(=O)N1, C1CSCCN1, CC#N, O. Yields the product O=C1CCC(N2Cc3c(OCc4ccc(CN5CCSCC5)cc4)cccc3C2=O)C(=O)N1. Reaction SMILES: [Br:7][CH2:8][c:9]1[cH:10][cH:11][c:12]([CH2:13][O:14][c:15]2[c:16]3[c:20]([cH:21][cH:22][cH:23]2)[C:19](=[O:24])[N:18]([CH:25]2[C:26](=[O:32])[NH:27][C:28](=[O:31])[CH2:29][CH2:30]2)[CH2:17]3)[cH:33][cH:34]1.[CH2:1]1[CH2:2][S:3][CH2:4][CH2:5][NH:6]1.[CH3:36][C:37]#[N:38].[OH2:35]>>[CH2:1]1[CH2:2][S:3][CH2:4][CH2:5][N:6]1[CH2:8][c:9]1[cH:10][cH:11][c:12]([CH2:13][O:14][c:15]2[c:16]3[c:20]([cH:21][cH:22][cH:23]2)[C:19](=[O:24])[N:18]([CH:25]2[C:26](=[O:32])[NH:27][C:28](=[O:31])[CH2:29][CH2:30]2)[CH2:17]3)[cH:33][cH:34]1. The reactants are CNC(=O)C1=CC=C(C=C1)CCC(=O)O (3-(4-(methylcarbamoyl)phenyl)propanoic acid), NCC(=O)N(C)C1=C(C(=C(C=C1)Cl)COC=1C=CC=C2C(=CC(=NC12)C)OCC1=NC=CC=C1)Cl (2-amino-N-(2,4-dichloro-3-(((2-methyl-4-(pyridin-2-ylmethoxy)quinolin-8-yl)oxy)methyl)phenyl)-N-methylacetamide), ClC1=C(C=CC(=C1COC1=CC=CC=2N(C(=NC21)OC)CC2=NC=CC=C2)Cl)N(C(CNC(CCC2=CC=C(C(=O)NCCOC)C=C2)=O)=O)C (4-(3-((2-((2,4-dichloro-3-(((2-methoxy-1-(pyridin-2-ylmethyl)-1H-benzo[d]imidazol-4-yl)oxy)methyl)phenyl)(methyl)amino)-2-oxoethyl)amino)-3-oxopropyl)-N-(2-methoxyethyl)benzamide). Product: ClC1=C(C=CC(=C1COC=1C=CC=C2C(=CC(=NC12)C)OCC1=NC=CC=C1)Cl)N(C(CNC(CCC1=CC=C(C(=O)NC)C=C1)=O)=O)C (4-(3-((2-((2,4-dichloro-3-(((2-methyl-4-(pyridin-2-ylmethoxy)quinolin-8-yl)oxy)methyl)phenyl)(methyl)amino)-2-oxoethyl)amino)-3-oxopropyl)-N-methylbenzamide). Reaction SMILES: [CH3:1][NH:2][C:3]([C:5]1[CH:10]=[CH:9][C:8]([CH2:11][CH2:12][C:13]([OH:15])=O)=[CH:7][CH:6]=1)=[O:4].[NH2:16][CH2:17][C:18]([N:20]([C:22]1[CH:27]=[CH:26][C:25]([Cl:28])=[C:24]([CH2:29][O:30][C:31]2[CH:32]=[CH:33][CH:34]=[C:35]3[C:40]=2[N:39]=[C:38]([CH3:41])[CH:37]=[C:36]3[O:42][CH2:43][C:44]2[CH:49]=[CH:48][CH:47]=[CH:46][N:45]=2)[C:23]=1[Cl:50])[CH3:21])=[O:19].ClC1C(COC2C3N=C(OC)N(CC4C=CC=CN=4)C=3C=CC=2)=C(Cl)C=CC=1N(C)C(=O)CNC(=O)CCC1C=CC(C(NCCOC)=O)=CC=1>>[Cl:50][C:23]1[C:24]([CH2:29][O:30][C:31]2[CH:32]=[CH:33][CH:34]=[C:35]3[C:40]=2[N:39]=[C:38]([CH3:41])[CH:37]=[C:36]3[O:42][CH2:43][C:44]2[CH:49]=[CH:48][CH:47]=[CH:46][N:45]=2)=[C:25]([Cl:28])[CH:26]=[CH:27][C:22]=1[N:20]([CH3:21])[C:18](=[O:19])[CH2:17][NH:16][C:13](=[O:15])[CH2:12][CH2:11][C:8]1[CH:7]=[CH:6][C:5]([C:3]([NH:2][CH3:1])=[O:4])=[CH:10][CH:9]=1. Reported procedure: Compound 31 was prepared from 3-(4-(methylcarbamoyl)phenyl)propanoic acid and 2-amino-N-(2,4-dichloro-3-(((2-methyl-4-(pyridin-2-ylmethoxy)quinolin-8-yl)oxy)methyl)phenyl)-N-methylacetamide in a as described for compound 1. MS (APCI) 700 (M+), 1H NMR (CDCl3) 2.42-2.52 (m, 2H), 2.61 (s, 3H), 2.85-2.95 (m, 5H), 3.15 (s, 3H), 3.32-3.45 (m, 1H), 3.62-3.68 (m, 1H), 5.41 (s, 2H), 5.61 (s, 2H), 6.41-6.51 (m, 1H), 6.55-6.62 (m, 1H), 6.71 (s, 1H), 7.15-7.31 (m, 4H), 7.31-7.45 (m, 2H), 7.55-7.62 (m, 1H), ...